From a dataset of the Open Reaction Database (ORD), a public repository of structured organic reaction records. describe an organic reaction: reactants, conditions, products, and yield Reactants: CNOC, CN1CCOCC1, CCN=C=NCCCN(C)C, ClCCl, Cl, Cl, Cl, O=C(O)c1ccc(C(F)(F)F)c(OCC(F)(F)F)c1, CN(C)C=O. Product: CON(C)C(=O)c1ccc(C(F)(F)F)c(OCC(F)(F)F)c1. RXN SMILES: [CH3:21][NH:22][O:23][CH3:24].[CH3:25][N:26]1[CH2:27][CH2:28][O:29][CH2:30][CH2:31]1.[CH3:33][N:34]([CH3:35])[CH2:36][CH2:37][CH2:38][N:39]=[C:40]=[N:41][CH2:42][CH3:43].[Cl:45][CH2:46][Cl:47].[ClH:20].[ClH:32].[ClH:44].[F:1][C:2]([CH2:3][O:4][c:5]1[cH:6][c:7]([C:8](=[O:9])[OH:10])[cH:11][cH:12][c:13]1[C:14]([F:15])([F:16])[F:17])([F:18])[F:19].[O:48]=[CH:49][N:50]([CH3:51])[CH3:52]>>[F:1][C:2]([CH2:3][O:4][c:5]1[cH:6][c:7]([C:8](=[O:10])[N:22]([CH3:21])[O:23][CH3:24])[cH:11][cH:12][c:13]1[C:14]([F:15])([F:16])[F:17])([F:18])[F:19]. Starting materials: BrCc1ccc2nsnc2c1, O=C([O-])[O-], [Cs+], [Cs+], O=c1ccc(-c2cc(F)c(F)c(F)c2)n[nH]1, CN(C)C=O, O. Yields the product O=c1ccc(-c2cc(F)c(F)c(F)c2)nn1Cc1ccc2nsnc2c1. As a reaction SMILES: [Br:23][CH2:24][c:25]1[cH:26][c:27]2[c:28]([n:29][s:30][n:31]2)[cH:32][cH:33]1.[C:17](=[O:18])([O-:19])[O-:20].[Cs+:21].[Cs+:22].[F:1][c:2]1[cH:3][c:4](-[c:10]2[cH:11][cH:12][c:13](=[O:16])[nH:14][n:15]2)[cH:5][c:6]([F:9])[c:7]1[F:8].[O:35]=[CH:36][N:37]([CH3:38])[CH3:39].[OH2:34]>>[F:1][c:2]1[cH:3][c:4](-[c:10]2[cH:11][cH:12][c:13](=[O:16])[n:14]([CH2:24][c:25]3[cH:26][c:27]4[c:28]([n:29][s:30][n:31]4)[cH:32][cH:33]3)[n:15]2)[cH:5][c:6]([F:9])[c:7]1[F:8]. Starting materials: ClC=1C=C(C=CC1Cl)C(C)(C)C1=CN=C(N1C1=CC=C(C=C1)F)COC1CCN(CC1)C(=O)OC(C)(C)C (tert-butyl 4-((5-(2-(3,4-dichlorophenyl)propan-2-yl)-1-(4-fluorophenyl)-1H-imidazol-2-yl)methoxy)piperidine-1-carboxylate), C(=O)(C(F)(F)F)O (TFA). Run in C(Cl)Cl (DCM), C(Cl)Cl (DCM). Conditions: time 2 hour. The product is ClC=1C=C(C=CC1Cl)C(C)(C)C1=CN=C(N1C1=CC=C(C=C1)F)COC1CCNCC1 (4-((5-(2-(3,4-Dichlorophenyl)propan-2-yl)-1-(4-fluorophenyl)-1H-imidazol-2-yl)methoxy)piperidine). As a reaction SMILES: [Cl:1][C:2]1[CH:3]=[C:4]([C:9]([C:12]2[N:16]([C:17]3[CH:22]=[CH:21][C:20]([F:23])=[CH:19][CH:18]=3)[C:15]([CH2:24][O:25][CH:26]3[CH2:31][CH2:30][N:29](C(OC(C)(C)C)=O)[CH2:28][CH2:27]3)=[N:14][CH:13]=2)([CH3:11])[CH3:10])[CH:5]=[CH:6][C:7]=1[Cl:8].C(O)(C(F)(F)F)=O>C(Cl)Cl>[Cl:1][C:2]1[CH:3]=[C:4]([C:9]([C:12]2[N:16]([C:17]3[CH:18]=[CH:19][C:20]([F:23])=[CH:21][CH:22]=3)[C:15]([CH2:24][O:25][CH:26]3[CH2:27][CH2:28][NH:29][CH2:30][CH2:31]3)=[N:14][CH:13]=2)([CH3:11])[CH3:10])[CH:5]=[CH:6][C:7]=1[Cl:8]. Procedure: To a solution of tert-butyl 4-((5-(2-(3,4-dichlorophenyl)propan-2-yl)-1-(4-fluorophenyl)-1H-imidazol-2-yl)methoxy)piperidine-1-carboxylate (101 mg, 0.18 mmol) in DCM (2 mL) at 0° C. was added TFA (0.2 mL). After stirring at room temperature for 2 h, the reaction mixture was diluted with DCM, washed with satd NaHCO3 and brine, dried over Na2SO4, and concentrated in vacuo to give 4-((5-(2-(3,4-Dichlorophenyl)propan-2-yl)-1-(4-fluorophenyl)-1H-imidazol-2-yl)methoxy)piperidine as a white solid that ... Reactants: COC([C@H](CC1=CC=C(C=C1)C1=CC=C(C=C1)F)NC(=O)[C@H]1N(CC=2C=C3O[C@@H](C(N(C3=CC2C1)C)=O)C1=CC=C(C=C1)O)[C@@H](CC)C1=CC=CC=C1)=O ((S)-3-(4′-Fluoro-biphenyl-4-yl)-2-{[(3R,7S)-3-(4-hydroxy-phenyl)-1-methyl-2-oxo-6-((S)-1-phenyl-propyl)-2,3,5,6,7,8-hexahydro-1H-4-oxa-1,6-diaza-anthracene-7-carbonyl]-amino}-propionic acid methyl ester), COC([C@H](CC1=CC=C(C=C1)C1=CC=C(C=C1)F)NC(=O)[C@H]1N(CC=2C=C3O[C@@H](C(N(C3=CC2C1)C)=O)C1=CC=C(C=C1)OCC1=CC(=C(C=C1)Cl)Cl)[C@@H](CC)C1=CC=CC=C1)=O ((S)-2-{[(3R,7S)-3-[4-(3,4-Dichloro-benzyloxy)-phenyl]-1-methyl-2-oxo-6-((S)-1-phenyl-propyl)-2,3,5,6,7,8-hexahydro-1H-4-oxa-1,6-diaza-anthracene-7-carbonyl]-amino}-3-(4′-fluoro-biphenyl-4-yl)-propionic acid methyl ester), ester. The product is ClC=1C=C(COC2=CC=C(C=C2)[C@@H]2C(N(C3=CC=4C[C@H](N(CC4C=C3O2)[C@@H](CC)C2=CC=CC=C2)C(=O)N[C@H](C(=O)O)CC2=CC=C(C=C2)C2=CC=C(C=C2)F)C)=O)C=CC1Cl ((S)-2-{[(3R,7S)-3-[4-(3,4-Dichloro-benzyloxy)-phenyl]-1-methyl-2-oxo-6-((S)-1-phenyl-propyl)-2,3,5,6,7,8-hexahydro-1H-4-oxa-1,6-diaza-anthracene-7-carbonyl]-amino}-3-(4′-fluoro-biphenyl-4-yl)-propionic acid). Yield: 92.9%. Reaction SMILES: COC(=O)[C@@H](NC([C@@H]1CC2C=C3C(O[C@H](C4C=CC(O)=CC=4)C(=O)N3C)=CC=2CN1[C@H](C1C=CC=CC=1)CC)=O)CC1C=CC(C2C=CC(F)=CC=2)=CC=1.C[O:56][C:57](=[O:117])[C@@H:58]([NH:73][C:74]([C@@H:76]1[CH2:89][C:88]2[CH:87]=[C:86]3[C:81]([O:82][C@H:83]([C:92]4[CH:97]=[CH:96][C:95]([O:98][CH2:99][C:100]5[CH:105]=[CH:104][C:103]([Cl:106])=[C:102]([Cl:107])[CH:101]=5)=[CH:94][CH:93]=4)[C:84](=[O:91])[N:85]3[CH3:90])=[CH:80][C:79]=2[CH2:78][N:77]1[C@H:108]([C:111]1[CH:116]=[CH:115][CH:114]=[CH:113][CH:112]=1)[CH2:109][CH3:110])=[O:75])[CH2:59][C:60]1[CH:65]=[CH:64][C:63]([C:66]2[CH:71]=[CH:70][C:69]([F:72])=[CH:68][CH:67]=2)=[CH:62][CH:61]=1>>[Cl:107][C:102]1[CH:101]=[C:100]([CH:105]=[CH:104][C:103]=1[Cl:106])[CH2:99][O:98][C:95]1[CH:96]=[CH:97][C:92]([C@H:83]2[O:82][C:81]3[C:86](=[CH:87][C:88]4[CH2:89][C@@H:76]([C:74]([NH:73][C@@H:58]([CH2:59][C:60]5[CH:65]=[CH:64][C:63]([C:66]6[CH:67]=[CH:68][C:69]([F:72])=[CH:70][CH:71]=6)=[CH:62][CH:61]=5)[C:57]([OH:117])=[O:56])=[O:75])[N:77]([C@H:108]([C:111]5[CH:112]=[CH:113][CH:114]=[CH:115][CH:116]=5)[CH2:109][CH3:110])[CH2:78][C:79]=4[CH:80]=3)[N:85]([CH3:90])[C:84]2=[O:91])=[CH:93][CH:94]=1. Procedure: (S)-3-(4′-Fluoro-biphenyl-4-yl)-2-{[(3R,7S)-3-(4-hydroxy-phenyl)-1-methyl-2-oxo-6-((S)-1-phenyl-propyl)-2,3,5,6,7,8-hexahydro-1H-4-oxa-1,6-diaza-anthracene-7-carbonyl]-amino}-propionic acid methyl ester was converted to (S)-2-{[(3R,7S)-3-[4-(3,4-Dichloro-benzyloxy)-phenyl]-1-methyl-2-oxo-6-((S)-1-phenyl-propyl)-2,3,5,6,7,8-hexahydro-1H-4-oxa-1,6-diaza-anthracene-7-carbonyl]-amino}-3-(4′-fluoro-biphenyl-4-yl)-propionic acid methyl ester (70 mg) using general procedure K. This ester upon hydrolysi... The reactants are COC(C(C(C1=CC(=C(C=C1)Cl)Cl)Cl)=O)=O (3-chloro-3-(3,4-dichloro-phenyl)-2-oxo-propionic acid methyl ester), C(C)(=S)N (thioacetamide). Yields the product COC(=O)C=1N=C(SC1C1=CC(=C(C=C1)Cl)Cl)C (5-(3,4-Dichloro-phenyl)-2-methyl-thiazole-4-carboxylic Acid Methyl Ester). As a reaction SMILES: [CH3:1][O:2][C:3](=[O:16])[C:4](=O)[CH:5](Cl)[C:6]1[CH:11]=[CH:10][C:9]([Cl:12])=[C:8]([Cl:13])[CH:7]=1.[C:17]([NH2:20])(=[S:19])[CH3:18]>>[CH3:1][O:2][C:3]([C:4]1[N:20]=[C:17]([CH3:18])[S:19][C:5]=1[C:6]1[CH:11]=[CH:10][C:9]([Cl:12])=[C:8]([Cl:13])[CH:7]=1)=[O:16]. Procedure details: prepared by reaction of 3-chloro-3-(3,4-dichloro-phenyl)-2-oxo-propionic acid methyl ester with thioacetamide. LC-MS: tR=0.99 min; [M+H]+=302.2. The reactants are C1COCCN1, CCN=C=NCCCN(C)C, CN(C)C1CCCN(C(=O)c2ccc3[nH]c(C(=O)O)cc3c2)C1, Cl. The product is CN(C)C1CCCN(C(=O)c2ccc3[nH]c(C(=O)N4CCOCC4)cc3c2)C1. Reaction SMILES: [CH2:24]1[CH2:25][O:26][CH2:27][CH2:28][NH:29]1.[CH2:31]([N:32]=[C:33]=[N:34][CH2:35][CH2:36][CH2:37][N:38]([CH3:39])[CH3:40])[CH3:41].[CH3:1][N:2]([CH:3]1[CH2:4][N:5]([C:9](=[O:10])[c:11]2[cH:12][c:13]3[cH:14][c:15]([C:20](=[O:21])[OH:22])[nH:16][c:17]3[cH:18][cH:19]2)[CH2:6][CH2:7][CH2:8]1)[CH3:23].[ClH:30]>>[CH3:1][N:2]([CH:3]1[CH2:4][N:5]([C:9](=[O:10])[c:11]2[cH:12][c:13]3[cH:14][c:15]([C:20](=[O:21])[N:29]4[CH2:24][CH2:25][O:26][CH2:27][CH2:28]4)[nH:16][c:17]3[cH:18][cH:19]2)[CH2:6][CH2:7][CH2:8]1)[CH3:23]. Reactants: C(C)(C)(C)[Si](OCCCCC#CCOC(C)=O)(C)C (Acetic acid 7-(tert-butyl-dimethyl-silanyloxy)-hept-2-ynyl ester), CC(=O)C.OS(=O)(=O)O.O=[Cr](=O)=O (Jones Reagent), C(C)(C)O (isopropyl alcohol), C(C)(C)O (isopropyl alcohol). Solvent: CC(=O)C (acetone). Run at time 1 hour. Product: C(C)(=O)OCC#CCCCC(=O)O (7-Acetoxy-hept-5-ynoic acid). As a reaction SMILES: C([Si](C)(C)[O:6][CH2:7][CH2:8][CH2:9][CH2:10][C:11]#[C:12][CH2:13][O:14][C:15](=[O:17])[CH3:16])(C)(C)C.CC(C)=[O:22].OS(O)(=O)=O.O=[Cr](=O)=O.C(O)(C)C>CC(C)=O>[C:15]([O:14][CH2:13][C:12]#[C:11][CH2:10][CH2:9][CH2:8][C:7]([OH:6])=[O:22])(=[O:17])[CH3:16] |f:1.2.3|. Procedure: A solution of crude (28) in acetone (100 mL) was treated with Jones Reagent (18.0 mL, 41.4 mmol, 2.3 M) and cooled with an ice bath. After 1 hour at room temperature, 10 mL isopropyl alcohol was added and the mixture stirred for 15 minutes. The mixture still had a brown color so another 10 mL isopropyl alcohol was added. After another 15 minutes, the color had not changed so the mixture was filtered through celite and the filtrate evaporated in vacuo. The residue was partitioned between 100 mL e...